Dataset: the Open Reaction Database (ORD), a public repository of structured organic reaction records. Task: describe an organic reaction: reactants, conditions, products, and yield Starting materials: BrC=1N=C2C(=NC1)N(C=C2Cl)COCC[Si](C)(C)C (2-Bromo-7-chloro-5-(2-trimethylsilanyl-ethoxymethyl)-5H-pyrrolo[2,3-b]pyrazine), C(C1=CC=CC=C1)(C1=CC=CC=C1)=N (benzhydrylideneamine), C(=O)([O-])[O-].[Cs+].[Cs+] (Cs2CO3), C=1C=CC(=CC1)P(C=2C=CC=CC2)C3=CC=C4C=CC=CC4=C3C5=C6C=CC=CC6=CC=C5P(C=7C=CC=CC7)C=8C=CC=CC8 (BINAP). The reagents and catalysts are CC(=O)[O-].CC(=O)[O-].[Pd+2] (Pd(OAc)2). The solvent is C1CCOC1 (THF). Run at temperature 100 celsius. The product is C(C1=CC=CC=C1)(C1=CC=CC=C1)=NC=1N=C2C(=NC1)N(C=C2Cl)COCC[Si](C)(C)C (benzhydrylidene-[7-chloro-5-(2-trimethylsilanyl-ethoxymethyl)-5H-pyrrolo[2,3-b]pyrazin-2-yl]-amine). Yield: 59.3%. As a reaction SMILES: Br[C:2]1[N:3]=[C:4]2[C:10]([Cl:11])=[CH:9][N:8]([CH2:12][O:13][CH2:14][CH2:15][Si:16]([CH3:19])([CH3:18])[CH3:17])[C:5]2=[N:6][CH:7]=1.[C:20](=[NH:33])([C:27]1[CH:32]=[CH:31][CH:30]=[CH:29][CH:28]=1)[C:21]1[CH:26]=[CH:25][CH:24]=[CH:23][CH:22]=1.C([O-])([O-])=O.[Cs+].[Cs+].C1C=CC(P(C2C(C3C(P(C4C=CC=CC=4)C4C=CC=CC=4)=CC=C4C=3C=CC=C4)=C3C(C=CC=C3)=CC=2)C2C=CC=CC=2)=CC=1>C1COCC1.CC([O-])=O.CC([O-])=O.[Pd+2]>[C:20](=[N:33][C:2]1[N:3]=[C:4]2[C:10]([Cl:11])=[CH:9][N:8]([CH2:12][O:13][CH2:14][CH2:15][Si:16]([CH3:19])([CH3:18])[CH3:17])[C:5]2=[N:6][CH:7]=1)([C:27]1[CH:28]=[CH:29][CH:30]=[CH:31][CH:32]=1)[C:21]1[CH:26]=[CH:25][CH:24]=[CH:23][CH:22]=1 |f:2.3.4,7.8.9|. Procedure details: 2-Bromo-7-chloro-5-(2-trimethylsilanyl-ethoxymethyl)-5H-pyrrolo[2,3-b]pyrazine (1.31 g, 3.61 mmol), benzhydrylideneamine (0.67 mL, 3.97 mmol), Cs2CO3 (2.35 g, 7.22 mmol), Pd(OAc)2 (81 mg, 0.361 mmol) and BINAP (225 mg, 0.361 mmol) were dissolved in THF (36 mL) and heated at 100° C. overnight, cooled to RT, partitioned between EtOAc and brine. The organic layer was dried (MgSO4), filtered, concentrated, and purified by SiO2 chromatography (150 g SiO2, hexanes/EtOAc 0-25% EtOAc) to give 992 mg of ...